The task is: describe an organic reaction: reactants, conditions, products, and yield. This data is from the Open Reaction Database (ORD), a public repository of structured organic reaction records. Reactants: CCCCCCCCCCCCCCCCCCOc1cc(OCCCOc2ccc(OC)cc2)cc(C(=O)O)c1, [Cl-], CCOC(=O)CNCC(=O)OCC. Product: CCCCCCCCCCCCCCCCCCOc1cc(OCCCOc2ccc(OC)cc2)cc(C(=O)N(CC(=O)OCC)CC(=O)OCC)c1. As a reaction SMILES: [CH3:1][O:2][c:3]1[cH:4][cH:5][c:6]([O:7][CH2:8][CH2:9][CH2:10][O:11][c:12]2[cH:13][c:14]([C:15](=[O:16])[OH:17])[cH:18][c:19]([O:21][CH2:22][CH2:23][CH2:24][CH2:25][CH2:26][CH2:27][CH2:28][CH2:29][CH2:30][CH2:31][CH2:32][CH2:33][CH2:34][CH2:35][CH2:36][CH2:37][CH2:38][CH3:39])[cH:20]2)[cH:40][cH:41]1.[Cl-:42].[NH:43]([CH2:44][C:45](=[O:46])[O:47][CH2:48][CH3:49])[CH2:50][C:51](=[O:52])[O:53][CH2:54][CH3:55]>>[CH3:1][O:2][c:3]1[cH:4][cH:5][c:6]([O:7][CH2:8][CH2:9][CH2:10][O:11][c:12]2[cH:13][c:14]([C:15](=[O:16])[N:43]([CH2:44][C:45](=[O:46])[O:47][CH2:48][CH3:49])[CH2:50][C:51](=[O:52])[O:53][CH2:54][CH3:55])[cH:18][c:19]([O:21][CH2:22][CH2:23][CH2:24][CH2:25][CH2:26][CH2:27][CH2:28][CH2:29][CH2:30][CH2:31][CH2:32][CH2:33][CH2:34][CH2:35][CH2:36][CH2:37][CH2:38][CH3:39])[cH:20]2)[cH:40][cH:41]1.